Task: describe an organic reaction: reactants, conditions, products, and yield. Dataset: the Open Reaction Database (ORD), a public repository of structured organic reaction records The reactants are ClCCl, CNC, [Cl-], ClP(Cl)(Cl)(Cl)Cl, Cc1nc(C(=O)O)c2n1-c1ccc(Cl)cc1C(c1ccccc1F)=NC2. Product: Cc1nc(C(=O)N(C)C)c2n1-c1ccc(Cl)cc1C(c1ccccc1F)=NC2. As a reaction SMILES: [CH2:37]([Cl:38])[Cl:39].[CH3:1][NH:2][CH3:3].[Cl-:4].[Cl:31][P:32]([Cl:33])([Cl:34])([Cl:35])[Cl:36].[Cl:5][c:6]1[cH:7][cH:8][c:9]2[c:10]([cH:30]1)[C:11]([c:23]1[c:24]([F:29])[cH:25][cH:26][cH:27][cH:28]1)=[N:12][CH2:13][c:14]1[n:15]-2[c:16]([CH3:22])[n:17][c:18]1[C:19](=[O:20])[OH:21]>>[CH3:1][N:2]([CH3:3])[C:19]([c:18]1[c:14]2[n:15]([c:16]([CH3:22])[n:17]1)-[c:9]1[cH:8][cH:7][c:6]([Cl:5])[cH:30][c:10]1[C:11]([c:23]1[c:24]([F:29])[cH:25][cH:26][cH:27][cH:28]1)=[N:12][CH2:13]2)=[O:21]. Reactants: Cl.ClC1=C(C=C(C=C1)O)NC=1C2=C(N=CN1)SC1=C2CCNC1 (4-Chloro-3-(5,6,7,8-tetrahydropyrido[4′,3′:4,5]thieno[2,3-d]pyrimidin-4-ylamino)phenol hydrochloride), Cl.CN(C/C=C/C(=O)O)C ((2E)-4-(Dimethylamino)but-2-enoic acid hydrochloride). Yields the product ClC1=C(C=C(C=C1)O)NC=1C2=C(N=CN1)SC1=C2CCN(C1)C(\C=C\CN(C)C)=O (4-Chloro-3-({7-[(2E)-4-(dimethylamino)but-2-enoyl]-5,6,7,8-tetrahydropyrido[4′,3′:4,5]thieno[2,3-d]pyrimidin-4-yl}amino)phenol). Reaction SMILES: Cl.[Cl:2][C:3]1[CH:8]=[CH:7][C:6]([OH:9])=[CH:5][C:4]=1[NH:10][C:11]1[C:12]2[C:19]3[CH2:20][CH2:21][NH:22][CH2:23][C:18]=3[S:17][C:13]=2[N:14]=[CH:15][N:16]=1.Cl.[CH3:25][N:26]([CH3:33])[CH2:27]/[CH:28]=[CH:29]/[C:30](O)=[O:31]>>[Cl:2][C:3]1[CH:8]=[CH:7][C:6]([OH:9])=[CH:5][C:4]=1[NH:10][C:11]1[C:12]2[C:19]3[CH2:20][CH2:21][N:22]([C:30](=[O:31])/[CH:29]=[CH:28]/[CH2:27][N:26]([CH3:33])[CH3:25])[CH2:23][C:18]=3[S:17][C:13]=2[N:14]=[CH:15][N:16]=1 |f:0.1,2.3|. Procedure: The compound was synthesized in analogy to Example 122 from 4-chloro-3-(5,6,7,8-tetrahydropyrido[4′,3′:4,5]thieno[2,3-d]pyrimidin-4-ylamino)phenol hydrochloride from Example 70A (100 mg, 0.27 mmol) and (2E)-4-(dimethylamino)but-2-enoic acid hydrochloride from Example 1A (63 mg, 0.38 mmol) to yield 17 mg (13%). The reactants are CS(C)=O, CC(C)N1CCN(C(=O)C=Cc2cnn(C)c2)CC1, Cl, [H-], [Na+]. The product is CC(C)N1CCN(C(=O)C2CC2c2cnn(C)c2)CC1. As a reaction SMILES: [CH3:23][S:24]([CH3:25])=[O:26].[CH:1]([CH3:2])([CH3:3])[N:4]1[CH2:5][CH2:6][N:7]([C:10]([CH:11]=[CH:12][c:13]2[cH:14][n:15][n:16]([CH3:18])[cH:17]2)=[O:19])[CH2:8][CH2:9]1.[ClH:22].[H-:21].[Na+:20]>>[CH:1]([CH3:2])([CH3:3])[N:4]1[CH2:5][CH2:6][N:7]([C:10]([CH:11]2[CH:12]([c:13]3[cH:14][n:15][n:16]([CH3:18])[cH:17]3)[CH2:23]2)=[O:19])[CH2:8][CH2:9]1. Starting materials: Cc1nc(N)sc1C, O=C(O)c1cccc(-c2nc(N3CCOCC3)nc3c2CCN3c2cccnc2)c1. Yields the product Cc1nc(NC(=O)c2cccc(-c3nc(N4CCOCC4)nc4c3CCN4c3cccnc3)c2)sc1C. RXN SMILES: [NH2:31][c:32]1[s:33][c:34]([CH3:38])[c:35]([CH3:37])[n:36]1.[O:1]1[CH2:2][CH2:3][N:4]([c:7]2[n:8][c:9](-[c:22]3[cH:23][c:24]([C:25](=[O:26])[OH:27])[cH:28][cH:29][cH:30]3)[c:10]3[c:11]([n:12]2)[N:13]([c:16]2[cH:17][n:18][cH:19][cH:20][cH:21]2)[CH2:14][CH2:15]3)[CH2:5][CH2:6]1>>[O:1]1[CH2:2][CH2:3][N:4]([c:7]2[n:8][c:9](-[c:22]3[cH:23][c:24]([C:25](=[O:27])[NH:31][c:32]4[s:33][c:34]([CH3:38])[c:35]([CH3:37])[n:36]4)[cH:28][cH:29][cH:30]3)[c:10]3[c:11]([n:12]2)[N:13]([c:16]2[cH:17][n:18][cH:19][cH:20][cH:21]2)[CH2:14][CH2:15]3)[CH2:5][CH2:6]1. The product is O[C@@H]1[C@H](CN(CC1)CCN1CCC(CC1)NC(=O)C=1NC2=CC=CC(=C2C1)OCC1=COC=C1)C (4-(Furan-3-ylmethoxy)-1H-indole-2-carboxylic acid {1-[2-((3S,4S)-4-hydroxy-3-methyl-piperidin-1-yl)-ethyl]-piperidin-4-yl}-amide). As a reaction SMILES: [N:1]1([CH2:8][CH2:9][N:10]2[CH2:15][CH2:14][CH:13]([NH:16][C:17]([C:19]3[NH:20][C:21]4[C:26]([CH:27]=3)=[C:25]([O:28][CH2:29][C:30]3[CH:34]=[CH:33][O:32][CH:31]=3)[CH:24]=[CH:23][CH:22]=4)=[O:18])[CH2:12][CH2:11]2)[CH2:7][CH2:6][CH2:5][CH2:4][CH2:3][CH2:2]1.Cl.Cl.Cl.NC1CCN(CCN2CC[C@H]([OH:53])[C@@H](C)C2)CC1>>[OH:53][C@H:5]1[CH2:6][CH2:7][N:1]([CH2:8][CH2:9][N:10]2[CH2:11][CH2:12][CH:13]([NH:16][C:17]([C:19]3[NH:20][C:21]4[C:26]([CH:27]=3)=[C:25]([O:28][CH2:29][C:30]3[CH:34]=[CH:33][O:32][CH:31]=3)[CH:24]=[CH:23][CH:22]=4)=[O:18])[CH2:14][CH2:15]2)[CH2:2][C@@H:3]1[CH3:4] |f:1.2.3.4|. Reactants: N1(CCCCCC1)CCN1CCC(CC1)NC(=O)C=1NC2=CC=CC(=C2C1)OCC1=COC=C1 (4-(Furan-3-ylmethoxy)-1H-indole-2-carboxylic acid [1-(2-azepan-1-yl-ethyl)-piperidin-4-yl]-amide), Cl.Cl.Cl.NC1CCN(CC1)CCN1C[C@@H]([C@H](CC1)O)C ((3S,4S)-1-[2-(4-Amino-piperidin-1-yl)-ethyl]-3-methyl-piperidin-4-ol trihydrochloride). Procedure: This compound is synthesized analogously to example 1 from 4-(furan-3-ylmethoxy)-1H-indole-2-carboxylic acid 95 (preparation see example 36) and amine 14. Reactants: ClC1=C(C=CC(=C1)Cl)S (2,4-dichlorothiophenol), C(C)(=O)N1CCNCC1 (1-acetyl piperazine), SCCC(=O)OC (methyl 3-mercaptopropionate), NCCCCCCO (6-amino-1-hexanol). The product is C(=O)(OC)CCSC1=C(C=C(C=C1)\C=C\C(=O)N1CCN(CC1)C(C)=O)Cl ((2-Carbomethoxyethyl)[2-chloro-4-(E-((4-acetylpiperazin-1-yl)carbonyl) ethenyl)phenyl]sulfide). Reaction SMILES: [Cl:1][C:2]1[CH:7]=[C:6](Cl)[CH:5]=[CH:4][C:3]=1[SH:9].S[CH2:11][CH2:12][C:13]([O:15][CH3:16])=[O:14].NCCC[CH2:21][CH2:22][CH2:23][OH:24].[C:25]([N:28]1[CH2:33][CH2:32][NH:31][CH2:30][CH2:29]1)(=[O:27])[CH3:26]>>[C:13]([CH2:12][CH2:11][S:9][C:3]1[CH:4]=[CH:5][C:6](/[CH:21]=[CH:22]/[C:23]([N:31]2[CH2:32][CH2:33][N:28]([C:25](=[O:27])[CH3:26])[CH2:29][CH2:30]2)=[O:24])=[CH:7][C:2]=1[Cl:1])([O:15][CH3:16])=[O:14]. Reported procedure: The title compound was prepared by the procedures described in Example 1 substituting 2,4-dichlorothiophenol with methyl 3-mercaptopropionate, and 6-amino-1-hexanol with 1-acetyl piperazine. Starting materials: C1COCCO1, O=C([O-])C1=Cc2cc(Cl)c(F)cc2OC1C(F)(F)F, Cl, [H-], [Na+], OCC(F)(F)F. Yields the product O=C(O)C1=Cc2cc(Cl)c(OCC(F)(F)F)cc2OC1C(F)(F)F. Reaction SMILES: [CH2:29]1[O:30][CH2:31][CH2:32][O:33][CH2:34]1.[Cl:9][c:10]1[c:11]([F:27])[cH:12][c:13]2[c:14]([cH:26]1)[CH:15]=[C:16]([C:23](=[O:24])[O-:25])[CH:17]([C:19]([F:20])([F:21])[F:22])[O:18]2.[ClH:28].[H-:8].[Na+:7].[OH:1][CH2:2][C:3]([F:4])([F:5])[F:6]>>[O:1]([CH2:2][C:3]([F:4])([F:5])[F:6])[c:11]1[c:10]([Cl:9])[cH:26][c:14]2[c:13]([cH:12]1)[O:18][CH:17]([C:19]([F:20])([F:21])[F:22])[C:16]([C:23](=[O:24])[OH:25])=[CH:15]2.